From a dataset of the Open Reaction Database (ORD), a public repository of structured organic reaction records. describe an organic reaction: reactants, conditions, products, and yield The reactants are CC(C)(C)c1cc(C=O)c(O)c(S(C)(=O)=O)c1, Cl, [K+], O=[Mn](=O)(=O)[O-], [Na+], [Na+], [Na+], [OH-], O=S([O-])[O-]. Yields the product CC(C)(C)c1cc(C(=O)O)c(O)c(S(C)(=O)=O)c1. Reaction SMILES: [CH:1](=[O:2])[c:3]1[c:4]([OH:17])[c:5]([S:13](=[O:14])(=[O:15])[CH3:16])[cH:6][c:7]([C:9]([CH3:10])([CH3:11])[CH3:12])[cH:8]1.[ClH:24].[K+:23].[Mn:18](=[O:19])([O-:20])(=[O:21])=[O:22].[Na+:29].[Na+:30].[Na+:32].[OH-:31].[S:25]([O-:26])([O-:27])=[O:28]>>[C:1](=[O:2])([c:3]1[c:4]([OH:17])[c:5]([S:13](=[O:14])(=[O:15])[CH3:16])[cH:6][c:7]([C:9]([CH3:10])([CH3:11])[CH3:12])[cH:8]1)[OH:19]. Starting materials: SCC(=O)O (mercaptoacetic acid), SC=1C=C(C(=C(C1)C1=CC=CC=C1)O)C1=CC=CC=C1 (5'-mercapto-[1,1':3',1"-terphenyl]-2'-ol), BrCCCl (1-bromo-2-chloroethane), [Na] (sodium). Yields the product OC1=C(C=C(C=C1C1=CC=CC=C1)SCCSCC(=O)O)C1=CC=CC=C1 ([[2-[(2'-hydroxy[1,1':3',1"-terphenyl]-5'-yl)thio]ethyl]thio]acetic acid). RXN SMILES: [SH:1][CH2:2][C:3]([OH:5])=[O:4].Br[CH2:7][CH2:8]Cl.[Na].[SH:11][C:12]1[CH:13]=[C:14]([C:25]2[CH:30]=[CH:29][CH:28]=[CH:27][CH:26]=2)[C:15]([OH:24])=[C:16]([C:18]2[CH:23]=[CH:22][CH:21]=[CH:20][CH:19]=2)[CH:17]=1>>[OH:24][C:15]1[C:16]([C:18]2[CH:19]=[CH:20][CH:21]=[CH:22][CH:23]=2)=[CH:17][C:12]([S:11][CH2:7][CH2:8][S:1][CH2:2][C:3]([OH:5])=[O:4])=[CH:13][C:14]=1[C:25]1[CH:26]=[CH:27][CH:28]=[CH:29][CH:30]=1 |^1:9|. Procedure details: The title compound was prepared according to the method of Example 13 from mercaptoacetic acid (2.3 g, 0.025 mole); 1-bromo-2-chloroethane (2.1 ml, 0.025 mole); sodium (1.8 g, 0.08 mole) and 5'-mercapto-[1,1':3',1"-terphenyl]-2'-ol (8.6 g, 0.03 mole), m.p. ca. 125° C.